This data is from the Open Reaction Database (ORD), a public repository of structured organic reaction records. The task is: describe an organic reaction: reactants, conditions, products, and yield The reactants are CC(=O)OC(=O)CCCCC(CCSC(C)=O)SC(C)=O, CC(C)O, O. Yields the product CC(=O)SCCC(CCCCC(=O)O)SC(C)=O. RXN SMILES: [C:1](=[O:2])([CH3:3])[O:4][C:5]([CH2:6][CH2:7][CH2:8][CH2:9][CH:10]([CH2:11][CH2:12][S:13][C:14]([CH3:15])=[O:16])[S:17][C:18]([CH3:19])=[O:20])=[O:21].[CH3:23][CH:24]([OH:25])[CH3:26].[OH2:22]>>[O:4]=[C:5]([CH2:6][CH2:7][CH2:8][CH2:9][CH:10]([CH2:11][CH2:12][S:13][C:14]([CH3:15])=[O:16])[S:17][C:18]([CH3:19])=[O:20])[OH:21]. Starting materials: CCCC[N+](CCCC)(CCCC)CCCC, C1CCOC1, C[Si](C)(C)c1cn(-c2cccc(Cl)n2)nn1, [F-], O. RXN SMILES: [CH2:18]([N+:19]([CH2:20][CH2:21][CH2:22][CH3:23])([CH2:24][CH2:25][CH2:26][CH3:27])[CH2:28][CH2:29][CH2:30][CH3:31])[CH2:32][CH2:33][CH3:34].[CH2:35]1[O:36][CH2:37][CH2:38][CH2:39]1.[Cl:1][c:2]1[n:3][c:4](-[n:8]2[n:9][n:10][c:11]([Si:13]([CH3:14])([CH3:15])[CH3:16])[cH:12]2)[cH:5][cH:6][cH:7]1.[F-:17].[OH2:40]>>[Cl:1][c:2]1[n:3][c:4](-[n:8]2[n:9][n:10][cH:11][cH:12]2)[cH:5][cH:6][cH:7]1. Yields the product Clc1cccc(-n2ccnn2)n1. The reactants are COc1ccc(C(CC(=O)O)N2C(=O)c3ccccc3C2=O)cc1OC, NCc1ccccc1. The product is COc1ccc(C(CC(=O)NCc2ccccc2)N2C(=O)c3ccccc3C2=O)cc1OC. Reaction SMILES: [C:1]1(=[O:26])[c:2]2[c:3]([cH:22][cH:23][cH:24][cH:25]2)[C:4](=[O:21])[N:5]1[CH:6]([CH2:7][C:8](=[O:9])[OH:10])[c:11]1[cH:12][c:13]([O:19][CH3:20])[c:14]([O:17][CH3:18])[cH:15][cH:16]1.[NH2:27][CH2:28][c:29]1[cH:30][cH:31][cH:32][cH:33][cH:34]1>>[C:1]1(=[O:26])[c:2]2[c:3]([cH:22][cH:23][cH:24][cH:25]2)[C:4](=[O:21])[N:5]1[CH:6]([CH2:7][C:8](=[O:9])[NH:27][CH2:28][c:29]1[cH:30][cH:31][cH:32][cH:33][cH:34]1)[c:11]1[cH:12][c:13]([O:19][CH3:20])[c:14]([O:17][CH3:18])[cH:15][cH:16]1.